Dataset: the Open Reaction Database (ORD), a public repository of structured organic reaction records. Task: describe an organic reaction: reactants, conditions, products, and yield The reactants are COC1=CC=C(C=C1)C(N[C@H](C)C1=CC(=C(C(=C1)F)F)F)C1=CC(=CC=C1)[N+](=O)[O-] (N-[(4-methoxyphenyl)-(3-nitrophenyl)methyl]-N-[(R)-1-(3,4,5-trifluorophenyl)ethyl]amine), [BH4-].[Na+] (sodium borohydride). The reagents and catalysts are O.O.O.O.O.O.[Ni](Cl)Cl (nickel chloride hexahydrate). Yields the product COC1=CC=C(C=C1)C(C=1C=C(C=CC1)N)N[C@H](C)C1=CC(=C(C(=C1)F)F)F (3-{(4-Methoxyphenyl)-[(R)-1-(3,4,5-trifluorophenyl)ethylamino]methyl}phenylamine). The yield is 96.2%. Reaction SMILES: [CH3:1][O:2][C:3]1[CH:8]=[CH:7][C:6]([CH:9]([C:22]2[CH:27]=[CH:26][CH:25]=[C:24]([N+:28]([O-])=O)[CH:23]=2)[NH:10][C@@H:11]([C:13]2[CH:18]=[C:17]([F:19])[C:16]([F:20])=[C:15]([F:21])[CH:14]=2)[CH3:12])=[CH:5][CH:4]=1.[BH4-].[Na+]>O.O.O.O.O.O.[Ni](Cl)Cl>[CH3:1][O:2][C:3]1[CH:8]=[CH:7][C:6]([CH:9]([NH:10][C@@H:11]([C:13]2[CH:14]=[C:15]([F:21])[C:16]([F:20])=[C:17]([F:19])[CH:18]=2)[CH3:12])[C:22]2[CH:23]=[C:24]([NH2:28])[CH:25]=[CH:26][CH:27]=2)=[CH:5][CH:4]=1 |f:1.2,3.4.5.6.7.8.9|. Procedure: Following a similar procedure to that described in Example (1b), 2.61 g of N-[(4-methoxyphenyl)-(3-nitrophenyl)methyl]-N-[(R)-1-(3,4,5-trifluorophenyl)ethyl]amine [prepared as described in step (a) above], 3.00 g of nickel chloride hexahydrate and 958 mg of sodium borohydride were reacted, to obtain 2.33 g of the title compound as a colorless oil. Reactants: [C-]#N, CN(C)c1cc(Br)cc(C(F)(F)F)c1, ClCCl, O. The product is CN(C)c1cc(C#N)cc(C(F)(F)F)c1. As a reaction SMILES: [C-:15]#[N:16].[CH3:1][N:2]([c:3]1[cH:4][c:5]([Br:13])[cH:6][c:7]([C:9]([F:10])([F:11])[F:12])[cH:8]1)[CH3:14].[Cl:18][CH2:19][Cl:20].[OH2:17]>>[CH3:1][N:2]([c:3]1[cH:4][c:5]([C:15]#[N:16])[cH:6][c:7]([C:9]([F:10])([F:11])[F:12])[cH:8]1)[CH3:14]. Reactants: C1CSCCN1, ClCCl, Fc1c(Cl)nc(C2CC2)nc1NC1CC1. Product: Fc1c(NC2CC2)nc(C2CC2)nc1N1CCSCC1. Reaction SMILES: [CH2:1]1[CH2:2][S:3][CH2:4][CH2:5][NH:6]1.[Cl:22][CH2:23][Cl:24].[Cl:7][c:8]1[c:9]([F:21])[c:10]([NH:17][CH:18]2[CH2:19][CH2:20]2)[n:11][c:12]([CH:14]2[CH2:15][CH2:16]2)[n:13]1>>[CH2:1]1[CH2:2][S:3][CH2:4][CH2:5][N:6]1[c:8]1[c:9]([F:21])[c:10]([NH:17][CH:18]2[CH2:19][CH2:20]2)[n:11][c:12]([CH:14]2[CH2:15][CH2:16]2)[n:13]1. Product: COc1cc(C=CC(=O)NNC(=O)C(CCCCl)c2cc(F)c(F)c(F)c2)cnc1-n1cnc(C)c1. Reactants: O=C([O-])O, ClCCl, COc1cc(C=CC(=O)O)cnc1-n1cnc(C)c1, CCOC(C)=O, NNC(=O)C(CCCCl)c1cc(F)c(F)c(F)c1, Cl, [Na+], O. As a reaction SMILES: [C:46](=[O:47])([OH:48])[O-:49].[CH2:51]([Cl:52])[Cl:53].[CH3:20][O:21][c:22]1[cH:23][c:24]([CH:34]=[CH:35][C:36](=[O:37])[OH:38])[cH:25][n:26][c:27]1-[n:28]1[cH:29][n:30][c:31]([CH3:33])[cH:32]1.[CH3:39][CH2:40][O:41][C:42](=[O:43])[CH3:44].[Cl:2][CH2:3][CH2:4][CH2:5][CH:6]([C:7](=[O:8])[NH:9][NH2:10])[c:11]1[cH:12][c:13]([F:19])[c:14]([F:18])[c:15]([F:17])[cH:16]1.[ClH:1].[Na+:50].[OH2:45]>>[Cl:2][CH2:3][CH2:4][CH2:5][CH:6]([C:7](=[O:8])[NH:9][NH:10][C:36]([CH:35]=[CH:34][c:24]1[cH:23][c:22]([O:21][CH3:20])[c:27](-[n:28]2[cH:29][n:30][c:31]([CH3:33])[cH:32]2)[n:26][cH:25]1)=[O:37])[c:11]1[cH:12][c:13]([F:19])[c:14]([F:18])[c:15]([F:17])[cH:16]1. Reactants: CC(CCCC(O)(C(F)(F)F)C(F)(F)F)C1CCC2C3C=CC4=CC(=O)C=CC4(C)C3CCC12C, OO. The product is CC(CCCC(O)(C(F)(F)F)C(F)(F)F)C1CCC2C3C=CC4=CC(=O)C5OC5C4(C)C3CCC12C. As a reaction SMILES: [F:1][C:2]([C:3]([C:4]([F:5])([F:6])[F:7])([CH2:8][CH2:9][CH2:10][CH:11]([CH3:12])[CH:13]1[CH2:14][CH2:15][CH:16]2[CH:17]3[CH:18]=[CH:19][C:20]4=[CH:21][C:22](=[O:32])[CH:23]=[CH:24][C:25]4([CH3:26])[CH:27]3[CH2:28][CH2:29][C:30]12[CH3:31])[OH:33])([F:34])[F:35].[OH:36][OH:37]>>[F:1][C:2]([C:3]([C:4]([F:5])([F:6])[F:7])([CH2:8][CH2:9][CH2:10][CH:11]([CH3:12])[CH:13]1[CH2:14][CH2:15][CH:16]2[CH:17]3[CH:18]=[CH:19][C:20]4=[CH:21][C:22](=[O:32])[CH:23]5[CH:24]([C:25]4([CH3:26])[CH:27]3[CH2:28][CH2:29][C:30]12[CH3:31])[O:36]5)[OH:33])([F:34])[F:35]. Reactants: C(C=C)(=O)OC (methyl acrylate), Br (hydrogen bromide), BrC1=CC(=C(N)C(=C1)Cl)Cl (4-Bromo-2,6-dichloroaniline), N(=O)[O-].[Na+] (sodium nitrite), aqueous solution, cuprous oxide. Run in O (water), CC(=O)C (acetone). Run at temperature 0 celsius. Product: BrC1=CC(=C(C(=C1)Cl)/C=C/C(=O)OC)Cl (methyl (E)-3-(4-bromo-2,6-dichlorophenyl)acrylate). Reaction SMILES: [Br:1][C:2]1[CH:8]=[C:7]([Cl:9])[C:5](N)=[C:4]([Cl:10])[CH:3]=1.Br.N([O-])=O.[Na+].[C:16]([O:20][CH3:21])(=[O:19])[CH:17]=[CH2:18]>CC(C)=O.O>[Br:1][C:2]1[CH:8]=[C:7]([Cl:9])[C:5](/[CH:18]=[CH:17]/[C:16]([O:20][CH3:21])=[O:19])=[C:4]([Cl:10])[CH:3]=1 |f:2.3|. Reported procedure: 4-Bromo-2,6-dichloroaniline (5, 80 g) was dissolved in acetone (640 mL), and a 48% hydrogen bromide aqueous solution (120 mL) was added, followed by stirring at 0° C. A sodium nitrite (32 g) aqueous solution (160 mL) was added dropwise thereto, the mixture was stirred for 30 minutes, and methyl acrylate (200 mL), and water (200 mL) were added, followed by stirring for 1 hour. At room temperature, cuprous oxide (2 g) was added, followed by stirring for 2 hours. The reaction solution was extracted... Reactants: C(C1=CC=CC=C1)(=O)OOC(C1=CC=CC=C1)=O (benzoyl peroxide), C(C)(=O)OC=C.C(C=C)(=O)OC (vinyl acetate methyl acrylate). The solvent is C1=CC=CC=C1 (benzene). The product is C(C)(=O)OC=C (vinyl acetate), C(C=C)(=O)OC (methyl acrylate). RXN SMILES: [C:1]([O:4][CH:5]=[CH2:6])(=[O:3])[CH3:2].[C:7]([O:11][CH3:12])(=[O:10])[CH:8]=[CH2:9].C(OOC(=O)C1C=CC=CC=1)(=O)C1C=CC=CC=1>C1C=CC=CC=1>[C:1]([O:4][CH:5]=[CH2:6])(=[O:3])[CH3:2].[C:7]([O:11][CH3:12])(=[O:10])[CH:8]=[CH2:9] |f:0.1|. Reported procedure: A vinyl acetate-methyl acrylate copolymer containing 43% by mole of the latter monomer units was obtained by polymerizing 0.8 mole of vinyl acetate and 0.2 mole of methyl acrylate in benzene at 80° C. for 2 hours in the presence of benzoyl peroxide. Then, 10 g of the copolymer was dissolved by heating in 500 ml of methanol and saponified by adding 20 ml of 40% aqueous NaOH and heating at 60° C. for 15 hours. The saponified product was thoroughly washed with acetone to remove free NaOH, and dried...